Dataset: the Open Reaction Database (ORD), a public repository of structured organic reaction records. Task: describe an organic reaction: reactants, conditions, products, and yield Reactants: CC(=O)O[BH-](OC(C)=O)OC(C)=O, C1COCCN1, COc1cc(-c2cnc3c(n2)c(C(=O)C(C)(C)CC=O)cn3COCC[Si](C)(C)C)cc(OC)c1OC, ClCCCl, [Na+], [Na+], O=C([O-])O. As a reaction SMILES: [C:44]([O:45][BH-:46]([O:47][C:48](=[O:49])[CH3:50])[O:51][C:52](=[O:53])[CH3:54])(=[O:55])[CH3:56].[CH2:38]1[CH2:39][O:40][CH2:41][CH2:42][NH:43]1.[CH3:1][C:2]([CH2:3][CH:4]=[O:5])([C:6]([c:7]1[cH:8][n:9]([CH2:28][O:29][CH2:30][CH2:31][Si:32]([CH3:33])([CH3:34])[CH3:35])[c:10]2[n:11][cH:12][c:13](-[c:16]3[cH:17][c:18]([O:26][CH3:27])[c:19]([O:24][CH3:25])[c:20]([O:22][CH3:23])[cH:21]3)[n:14][c:15]12)=[O:36])[CH3:37].[Cl:63][CH2:64][CH2:65][Cl:66].[Na+:57].[Na+:62].[O-:58][C:59]([OH:60])=[O:61]>>[CH3:1][C:2]([CH2:3][CH2:4][N:43]1[CH2:38][CH2:39][O:40][CH2:41][CH2:42]1)([C:6]([c:7]1[cH:8][n:9]([CH2:28][O:29][CH2:30][CH2:31][Si:32]([CH3:33])([CH3:34])[CH3:35])[c:10]2[n:11][cH:12][c:13](-[c:16]3[cH:17][c:18]([O:26][CH3:27])[c:19]([O:24][CH3:25])[c:20]([O:22][CH3:23])[cH:21]3)[n:14][c:15]12)=[O:36])[CH3:37]. Product: COc1cc(-c2cnc3c(n2)c(C(=O)C(C)(C)CCN2CCOCC2)cn3COCC[Si](C)(C)C)cc(OC)c1OC.